Task: describe an organic reaction: reactants, conditions, products, and yield. Dataset: the Open Reaction Database (ORD), a public repository of structured organic reaction records Reactants: N1(CCC1)C(=O)C=1C=NN(C1C(=O)NC1=NC=2N(C=C1)C=C(N2)C2=CC(=CC=C2)Br)C (4-(azetidine-1-carbonyl)-N-(2-(3-bromophenyl)imidazo[1,2-a]pyrimidin-7-yl)-1-methyl-1H-pyrazole-5-carboxamide), C1(=CC=CC=C1)B(O)O (phenylboronic acid), C([O-])([O-])=O.[K+].[K+] (potassium carbonate), CN(C)C=O (DMF). The solvent is O (water), O (water). Run at temperature 100 celsius, time 1 hour. Product: N1(CCC1)C(=O)C=1C=NN(C1C(=O)NC1=NC=2N(C=C1)C=C(N2)C=2C=C(C=CC2)C2=CC=CC=C2)C (4-(azetidine-1-carbonyl)-N-(2-(biphenyl-3-yl)imidazo[1,2-a]pyrimidin-7-yl)-1-methyl-1H-pyrazole-5-carboxamide), solid. The yield is 49.7%. RXN SMILES: [N:1]1([C:5]([C:7]2[CH:8]=[N:9][N:10]([CH3:31])[C:11]=2[C:12]([NH:14][C:15]2[CH:20]=[CH:19][N:18]3[CH:21]=[C:22]([C:24]4[CH:29]=[CH:28][CH:27]=[C:26](Br)[CH:25]=4)[N:23]=[C:17]3[N:16]=2)=[O:13])=[O:6])[CH2:4][CH2:3][CH2:2]1.[C:32]1(B(O)O)[CH:37]=[CH:36][CH:35]=[CH:34][CH:33]=1.C(=O)([O-])[O-].[K+].[K+].CN(C=O)C>O>[N:1]1([C:5]([C:7]2[CH:8]=[N:9][N:10]([CH3:31])[C:11]=2[C:12]([NH:14][C:15]2[CH:20]=[CH:19][N:18]3[CH:21]=[C:22]([C:24]4[CH:25]=[C:26]([C:32]5[CH:37]=[CH:36][CH:35]=[CH:34][CH:33]=5)[CH:27]=[CH:28][CH:29]=4)[N:23]=[C:17]3[N:16]=2)=[O:13])=[O:6])[CH2:4][CH2:3][CH2:2]1 |f:2.3.4|. Procedure details: Under an atmosphere of argon, in a 25 mL round-bottomed flask, 4-(azetidine-1-carbonyl)-N-(2-(3-bromophenyl)imidazo[1,2-a]pyrimidin-7-yl)-1-methyl-1H-pyrazole-5-carboxamide (85 mg, 177 μmol, Eq: 1.00, example 117), phenylboronic acid (43.2 mg, 354 μmol, Eq: 2), 1,1′-bis(diphenylphosphino)ferrocene-palladium(II) dichloride dichloromethane complex (14.5 mg, 17.7 μmol, Eq: 0.1) and potassium carbonate (73.4 mg, 531 μmol, Eq: 3) were combined with DMF (2 ml) and water (0.2 ml) to give a brown soluti... The reactants are CC(=O)O, N#Cc1cc(F)c(Cl)nc1Cl, O. Yields the product N#Cc1cc(F)cnc1Cl. RXN SMILES: [CH3:12][C:13](=[O:14])[OH:15].[Cl:1][c:2]1[c:3]([C:4]#[N:5])[cH:6][c:7]([F:11])[c:8]([Cl:10])[n:9]1.[OH2:16]>>[Cl:1][c:2]1[c:3]([C:4]#[N:5])[cH:6][c:7]([F:11])[cH:8][n:9]1.